Dataset: the Open Reaction Database (ORD), a public repository of structured organic reaction records. Task: describe an organic reaction: reactants, conditions, products, and yield The reactants are COC(C1=CC(C(=O)OC)=CC(=C1)O)=O (dimethyl-5-hydroxyisophthalate), C(CCCC)O (1-pentanol), C1(=CC=C(C=C1)S(=O)(=O)O)C (p-toluenesulfonic acid). Run in xylenes. Reaction conditions: temperature 129 celsius, time 6.3 hour. The product is C(CCCC)OC(C1=CC(C(=O)OCCCCC)=CC(=C1)O)=O (Dipentyl-5-hydroxyisophthalate). Reaction SMILES: [CH3:1][O:2][C:3](=[O:15])[C:4]1[CH:13]=[C:12]([OH:14])[CH:11]=[C:6]([C:7]([O:9][CH3:10])=[O:8])[CH:5]=1.C(O)[CH2:17][CH2:18][CH2:19][CH3:20].[C:22]1(C)[CH:27]=CC(S(O)(=O)=O)=[CH:24][CH:23]=1>>[CH2:10]([O:9][C:7](=[O:8])[C:6]1[CH:11]=[C:12]([OH:14])[CH:13]=[C:4]([C:3]([O:2][CH2:1][CH2:20][CH2:19][CH2:18][CH3:17])=[O:15])[CH:5]=1)[CH2:27][CH2:22][CH2:23][CH3:24]. Reported procedure: A 100 mL three-neck flask, equipped with a magnetic stir bar, a Claisen adapter with a thermocouple and a subsurface nitrogen inlet, and a short path condenser, was charged with 5.31 grams of dimethyl-5-hydroxyisophthalate, 44 mL of 1-pentanol, and 0.53 gram of p-toluenesulfonic acid. The reaction was stirred at 129° C. for 6.3 hours with a nitrogen sweep. The reaction mixture was taken up in xylenes, extracted with dilute aqueous sodium bicarbonate, washed twice with water, dried over magnesium... Starting materials: FC1=C(C(=CC=C1)F)NC(=O)[C@@H]1CC=2C(=NC=CC2)N1C([C@H](C(C)C)NC([C@H](C)N(C(OCC1=CC=CC=C1)=O)CCS(=O)(=O)C)=O)=O (benzyl (S)-1-((S)-1-((S)-2-(2,6-difluorophenylcarbamoyl)-2,3-dihydro-1H-pyrrolo[2,3-b]pyridin-1-yl)-3-methyl-1-oxobutan-2-ylamino)-1-oxopropan-2-yl(2-(methylsulfonyl)ethyl)carbamate). The reagents and catalysts are [Pd] (palladium on carbon). The solvent is CO (MeOH). Reaction conditions: time 1 hour. The product is FC1=C(C(=CC=C1)F)NC(=O)[C@@H]1CC=2C(=NC=CC2)N1C([C@H](C(C)C)NC([C@H](C)NCCS(=O)(=O)C)=O)=O ((S)-1-{(S)-2-[(S)-2-(2-methanesulfonyl-ethylamino)-propionylamino]-3-methyl-butyryl}-2,3-dihydro-1H-pyrrolo[2,3-b]pyridine-2-carboxylic acid (2,6-difluoro-phenyl)-amide). Isolated yield 67.8%. As a reaction SMILES: [F:1][C:2]1[CH:7]=[CH:6][CH:5]=[C:4]([F:8])[C:3]=1[NH:9][C:10]([C@H:12]1[N:20]([C:21](=[O:48])[C@@H:22]([NH:26][C:27](=[O:47])[C@@H:28]([N:30]([CH2:41][CH2:42][S:43]([CH3:46])(=[O:45])=[O:44])C(=O)OCC2C=CC=CC=2)[CH3:29])[CH:23]([CH3:25])[CH3:24])[C:15]2=[N:16][CH:17]=[CH:18][CH:19]=[C:14]2[CH2:13]1)=[O:11]>[Pd].CO>[F:8][C:4]1[CH:5]=[CH:6][CH:7]=[C:2]([F:1])[C:3]=1[NH:9][C:10]([C@H:12]1[N:20]([C:21](=[O:48])[C@@H:22]([NH:26][C:27](=[O:47])[C@@H:28]([NH:30][CH2:41][CH2:42][S:43]([CH3:46])(=[O:44])=[O:45])[CH3:29])[CH:23]([CH3:24])[CH3:25])[C:15]2=[N:16][CH:17]=[CH:18][CH:19]=[C:14]2[CH2:13]1)=[O:11]. Procedure details: In a 100 mL round-bottomed flask, benzyl (S)-1-((S)-1-((S)-2-(2,6-difluorophenylcarbamoyl)-2,3-dihydro-1H-pyrrolo[2,3-b]pyridin-1-yl)-3-methyl-1-oxobutan-2-ylamino)-1-oxopropan-2-yl(2-(methylsulfonyl)ethyl)carbamate (33 mg, 48.1 μmol, Eq: 1.00) and 10% palladium on carbon (5.12 mg, 4.81 μmol, Eq: 0.1) were combined with MeOH (5 mL) to give a black suspension which was stirred under a hydrogen atmosphere (balloon) at rt for 1 h. The reaction mixture was filtered through Celite and the filtrate wa... Reactants: [N+](=O)([O-])C1=C2C=C(N=CC2=CC=C1)C(=O)OC (methyl 5-nitroisoquinoline-3-carboxylate), CO.C(Cl)Cl (methanol CH2Cl2), crude material. The reagents and catalysts are [Fe] (iron). Run in C(C)(=O)O.O (acetic acid water). Run at time 16 hour. The product is NC1=C2C=C(N=CC2=CC=C1)C(=O)OC (methyl 5-aminoisoquinoline-3-carboxylate). As a reaction SMILES: [N+:1]([C:4]1[CH:13]=[CH:12][CH:11]=[C:10]2[C:5]=1[CH:6]=[C:7]([C:14]([O:16][CH3:17])=[O:15])[N:8]=[CH:9]2)([O-])=O.CO.C(Cl)Cl>C(O)(=O)C.O.[Fe]>[NH2:1][C:4]1[CH:13]=[CH:12][CH:11]=[C:10]2[C:5]=1[CH:6]=[C:7]([C:14]([O:16][CH3:17])=[O:15])[N:8]=[CH:9]2 |f:1.2,3.4|. Reported procedure: The product of Example 71A (10.33 g, 44.5 mmol) in acetic acid/water (3/1) (320 mL) was treated with iron powder (5.06 g, 90.7 mmol). After stirring for 16 hours at room temperature, the reaction mixture was filtered the filtrate concentrated under reduced pressure to approximately half the original volume. The mixture was then extracted with dichloromethane (3×200 mL). The organic fractions were combined, dried (MgSO4), and the filtrate concentrated under reduced pressure to afford crude materi... Starting materials: C=CCOCc1cc(Cl)c(Cc2ccc(CC)cc2)cc1C1OC(COCc2ccccc2)C(OCc2ccccc2)C(OCc2ccccc2)C1OCc1ccccc1, Cl[Cu]Cl, CN(C)C=O, Cl[Pd]Cl. Product: CCc1ccc(Cc2cc(C3OC(COCc4ccccc4)C(OCc4ccccc4)C(OCc4ccccc4)C3OCc3ccccc3)c(COCC(C)=O)cc2Cl)cc1. As a reaction SMILES: [CH2:1]([CH:2]=[CH2:3])[O:4][CH2:5][c:6]1[c:7]([CH:22]2[O:23][CH:24]([CH2:52][O:53][CH2:54][c:55]3[cH:56][cH:57][cH:58][cH:59][cH:60]3)[CH:25]([O:44][CH2:45][c:46]3[cH:47][cH:48][cH:49][cH:50][cH:51]3)[CH:26]([O:36][CH2:37][c:38]3[cH:39][cH:40][cH:41][cH:42][cH:43]3)[CH:27]2[O:28][CH2:29][c:30]2[cH:31][cH:32][cH:33][cH:34][cH:35]2)[cH:8][c:9]([CH2:13][c:14]2[cH:15][cH:16][c:17]([CH2:20][CH3:21])[cH:18][cH:19]2)[c:10]([Cl:12])[cH:11]1.[Cu:69]([Cl:70])[Cl:71].[O:61]=[CH:62][N:63]([CH3:64])[CH3:65].[Pd:66]([Cl:67])[Cl:68]>>[CH2:1]([C:2]([CH3:3])=[O:61])[O:4][CH2:5][c:6]1[c:7]([CH:22]2[O:23][CH:24]([CH2:52][O:53][CH2:54][c:55]3[cH:56][cH:57][cH:58][cH:59][cH:60]3)[CH:25]([O:44][CH2:45][c:46]3[cH:47][cH:48][cH:49][cH:50][cH:51]3)[CH:26]([O:36][CH2:37][c:38]3[cH:39][cH:40][cH:41][cH:42][cH:43]3)[CH:27]2[O:28][CH2:29][c:30]2[cH:31][cH:32][cH:33][cH:34][cH:35]2)[cH:8][c:9]([CH2:13][c:14]2[cH:15][cH:16][c:17]([CH2:20][CH3:21])[cH:18][cH:19]2)[c:10]([Cl:12])[cH:11]1. Starting materials: ClC1=CN=C2N1CCN(C2)C(=O)C2=C(C(=CC=C2)C(F)(F)F)Cl (3-Chloro-7-{[2-chloro-3-(trifluoromethyl)phenyl]carbonyl}-5,6,7,8-tetrahydroimidazo[1,2-a]pyrazine), C1CC(=O)N(C1=O)Cl (NCS). The solvent is CN(C=O)C (N,N-dimethylformamide). Product: ClC=1N=C2N(CCN(C2)C(=O)C2=C(C(=CC=C2)C(F)(F)F)Cl)C1Cl (2,3-dichloro-7-{[2-chloro-3-(trifluoromethyl)phenyl]carbonyl}-5,6,7,8-tetrahydroimidazo[1,2-a]pyrazine). RXN SMILES: [Cl:1][C:2]1[N:6]2[CH2:7][CH2:8][N:9]([C:11]([C:13]3[CH:18]=[CH:17][CH:16]=[C:15]([C:19]([F:22])([F:21])[F:20])[C:14]=3[Cl:23])=[O:12])[CH2:10][C:5]2=[N:4][CH:3]=1.C1C(=O)N([Cl:31])C(=O)C1>CN(C)C=O>[Cl:31][C:3]1[N:4]=[C:5]2[CH2:10][N:9]([C:11]([C:13]3[CH:18]=[CH:17][CH:16]=[C:15]([C:19]([F:21])([F:22])[F:20])[C:14]=3[Cl:23])=[O:12])[CH2:8][CH2:7][N:6]2[C:2]=1[Cl:1]. Procedure: 3-Chloro-7-{[2-chloro-3-(trifluoromethyl)phenyl]carbonyl}-5,6,7,8-tetrahydroimidazo[1,2-a]pyrazine (E43) (300 mg, 0.824 mmol) and NCS (121 mg, 0.906 mmol) were stirred at RT for 16 h in N,N-dimethylformamide (DMF) (2 mL). Solvents were concentrated in vacuo and the residue purified by MDAP to afford desired product in 145 mg. The reactants are C=1C=CC2=C(C1)NC(=N2)C3=CSC=N3 (Thiabendazole), [OH-].[Na+] (sodium hydroxide), C(C)OS(=O)(=O)OCC (diethylsulfate). Run in O1CCCC1 (tetrahydrofuran). Yields the product C(C)N1C(=NC2=C1C=CC=C2)C=2N=CSC2 (1-Ethyl-2-(1,3-thiazol-4-yl)-1H-benzimidazole). Yield: 64.9%. As a reaction SMILES: [CH:1]1[CH:2]=[CH:3][C:4]2[N:9]=[C:8]([C:10]3[N:14]=[CH:13][S:12][CH:11]=3)[NH:7][C:5]=2[CH:6]=1.[OH-].[Na+].[CH2:17](OS(OCC)(=O)=O)[CH3:18]>O1CCCC1>[CH2:17]([N:9]1[C:4]2[CH:3]=[CH:2][CH:1]=[CH:6][C:5]=2[N:7]=[C:8]1[C:10]1[N:14]=[CH:13][S:12][CH:11]=1)[CH3:18] |f:1.2|. Procedure details: 5.0 g Thiabendazole and 1.31 g sodium hydroxide were added to 40 ml of tetrahydrofuran. The white slurry was stirred under nitrogen and 4.6 g of diethylsulfate was added dropwise. The mixture was stirred at 50 C for 16 hours. The mixture was quenched with 75 ml of water and then extracted with 75 ml or ethyl acetate. The organic layer was washed with 15 ml of water. Following solvent removal, an off-white solid crystallized. The solid was recrystallized from 30 ml (2:1, v/v) ethanol/water. The s...